This data is from the Open Reaction Database (ORD), a public repository of structured organic reaction records. The task is: describe an organic reaction: reactants, conditions, products, and yield Starting materials: [I-].[Na+] (sodium iodide), Sellaite, NC1=NC(=NS1)C(C(=O)NC1[C@@H]2N(C(=C(CS2)CCl)C(=O)OC(C2=CC=CC=C2)C2=CC=CC=C2)C1=O)=NOCC=C (benzhydryl 7-[2-(5-amino-1,2,4-thiadiazol-3-yl)-2-allyloxyiminoacetamido]-3-chloromethyl-3-cephem-4-carboxylate), C(C)(=O)OCC (ethyl acetate), [Cl-].[Na+] (sodium chloride). The reagents and catalysts are [Ag] (silver). Run in C(C)#N (acetonitrile), C(C)#N (acetonitrile). Reaction conditions: time 30 minute. Yields the product NC1=NC(=NS1)C(C(=O)NC1[C@@H]2N(C(=C(CS2)CS\C=C/C2=NC=CC=C2)C(=O)OC(C2=CC=CC=C2)C2=CC=CC=C2)C1=O)=NOCC=C (benzhydryl 7-[2-(5-amino-1,2,4-thiadiazol-3-yl)-2-allyloxyiminoacetamido]-3-[(Z)-2-(2-pyridyl)vinylthiomethyl]-3-cephem-4-carboxylate). As a reaction SMILES: [I-].[Na+].[NH2:3][C:4]1[S:8][N:7]=[C:6]([C:9](=[N:40][O:41][CH2:42][CH:43]=[CH2:44])[C:10]([NH:12][CH:13]2[C:38](=[O:39])[N:15]3[C:16]([C:22]([O:24][CH:25]([C:32]4[CH:37]=[CH:36][CH:35]=[CH:34][CH:33]=4)[C:26]4[CH:31]=[CH:30][CH:29]=[CH:28][CH:27]=4)=[O:23])=[C:17]([CH2:20]Cl)[CH2:18][S:19][C@H:14]23)=[O:11])[N:5]=1.[Cl-].[Na+].C(O[CH2:51][CH3:52])(=O)C>C(#N)C.[Ag]>[NH2:3][C:4]1[S:8][N:7]=[C:6]([C:9](=[N:40][O:41][CH2:42][CH:43]=[CH2:44])[C:10]([NH:12][CH:13]2[C:38](=[O:39])[N:15]3[C:16]([C:22]([O:24][CH:25]([C:32]4[CH:37]=[CH:36][CH:35]=[CH:34][CH:33]=4)[C:26]4[CH:31]=[CH:30][CH:29]=[CH:28][CH:27]=4)=[O:23])=[C:17]([CH2:20][S:19]/[CH:18]=[CH:17]\[C:52]4[CH:51]=[CH:10][CH:9]=[CH:6][N:5]=4)[CH2:18][S:19][C@H:14]23)=[O:11])[N:5]=1 |f:0.1,3.4|. Procedure details: To a suspension of [(Z and E)-2-(2-pyridyl)vinylthio]silver (1.9 g) in acetonitrile (80 ml) was added sodium iodide (6.9 g) at ambient temperature. The mixture was stirred for 30 minutes at the same temperature. To this mixture was added a solution of benzhydryl 7-[2-(5-amino-1,2,4-thiadiazol-3-yl)-2-allyloxyiminoacetamido]-3-chloromethyl-3-cephem-4-carboxylate (syn isomer) (2.88 g) in acetonitrile (30 ml) under ice-cooling. The mixture was stirred for 1 hour at the same temperature. The insolub...